This data is from the Open Reaction Database (ORD), a public repository of structured organic reaction records. The task is: describe an organic reaction: reactants, conditions, products, and yield The reactants are C=CC(=O)OCC, C1CCOC1, Cc1cc(C=O)cc(C)c1F, c1ccc([PH2](c2ccccc2)c2ccccc2)cc1. Product: CCOC(=O)C(C)=Cc1cc(C)c(F)c(C)c1. RXN SMILES: [CH2:20]([CH3:21])[O:22][C:23](=[O:24])[CH:25]=[CH2:26].[CH2:38]1[O:39][CH2:40][CH2:41][CH2:42]1.[CH3:27][c:28]1[cH:29][c:30]([CH:31]=[O:32])[cH:33][c:34]([CH3:37])[c:35]1[F:36].[c:1]1([PH2:2]([c:3]2[cH:4][cH:5][cH:6][cH:7][cH:8]2)[c:9]2[cH:10][cH:11][cH:12][cH:13][cH:14]2)[cH:15][cH:16][cH:17][cH:18][cH:19]1>>[CH2:20]([CH3:21])[O:22][C:23](=[O:24])[C:25]([CH3:26])=[CH:31][c:30]1[cH:29][c:28]([CH3:27])[c:35]([F:36])[c:34]([CH3:37])[cH:33]1. Reactants: C(CC(=O)OCC)(=O)OC(C)(C)C (tert-butyl ethyl propanedioate), [H-].[Na+] (NaH), ClC=1C=CC(=NC1)[N+](=O)[O-] (5-chloro-2-nitropyridine). Solvent: CN(C)C=O (DMF), CN(C)C=O (DMF). Reaction conditions: temperature 80 celsius, time 30 minute. The product is [N+](=O)([O-])C1=CC=C(C=N1)C(C(=O)OC(C)(C)C)C(=O)OCC (tert-butyl ethyl (6-nitropyridin-3-yl)propanedioate). As a reaction SMILES: [H-].[Na+].[C:3]([O:11][C:12]([CH3:15])([CH3:14])[CH3:13])(=[O:10])[CH2:4][C:5]([O:7][CH2:8][CH3:9])=[O:6].Cl[C:17]1[CH:18]=[CH:19][C:20]([N+:23]([O-:25])=[O:24])=[N:21][CH:22]=1>CN(C=O)C>[N+:23]([C:20]1[N:21]=[CH:22][C:17]([CH:4]([C:5]([O:7][CH2:8][CH3:9])=[O:6])[C:3]([O:11][C:12]([CH3:14])([CH3:13])[CH3:15])=[O:10])=[CH:18][CH:19]=1)([O-:25])=[O:24] |f:0.1|. Reported procedure: To a suspension of NaH (60% in oil, 0.650 g, 16.4 mmol) in DMF (40 mL) was added tert-butyl ethyl propanedioate (2.8 g, 15.1 mmol) at room temperature. The mixture was stirred for 30 min. A solution of 5-chloro-2-nitropyridine (2.00 g, 12.6 mmol) in DMF (10 mL) was added. The mixture was heated to 80° C. and stirred for 4 hours. The solvent was removed under reduce pressure. Water was added and the mixture was extracted with EtOAc. The combined organic layer was washed with brine, dried over anh... Reactants: CN(C)C=O, CN(C)C(=O)CCl, O=C1NCC(c2ccccc2)C2(CCN(C(=O)c3cc(C(F)(F)F)cc(C(F)(F)F)c3)CC2)O1, [H-], [Na+]. Yields the product CN(C)C(=O)CN1CC(c2ccccc2)C2(CCN(C(=O)c3cc(C(F)(F)F)cc(C(F)(F)F)c3)CC2)OC1=O. Reaction SMILES: [CH3:35][N:36]([CH3:37])[CH:38]=[O:39].[Cl:42][CH2:43][C:44](=[O:45])[N:46]([CH3:47])[CH3:48].[F:1][C:2]([c:3]1[cH:4][c:5]([C:6](=[O:7])[N:8]2[CH2:9][CH2:10][C:11]3([CH:12]([c:18]4[cH:19][cH:20][cH:21][cH:22][cH:23]4)[CH2:13][NH:14][C:15](=[O:17])[O:16]3)[CH2:24][CH2:25]2)[cH:26][c:27]([C:29]([F:30])([F:31])[F:32])[cH:28]1)([F:33])[F:34].[H-:40].[Na+:41]>>[F:1][C:2]([c:3]1[cH:4][c:5]([C:6](=[O:7])[N:8]2[CH2:9][CH2:10][C:11]3([CH:12]([c:18]4[cH:19][cH:20][cH:21][cH:22][cH:23]4)[CH2:13][N:14]([CH2:43][C:44](=[O:45])[N:46]([CH3:47])[CH3:48])[C:15](=[O:17])[O:16]3)[CH2:24][CH2:25]2)[cH:26][c:27]([C:29]([F:30])([F:31])[F:32])[cH:28]1)([F:33])[F:34]. The reactants are [Mg] (magnesium), BrC1=CC=C(C=C1)OC (1-bromo-4-methoxybenzene), ClC=1C=C2C(C(NC2=CC1)=O)=O (5-chloro-1H-indol-2,3-dione). Run in C1CCOC1 (THF), C1CCOC1 (THF). The product is ClC=1C=C2C(C(NC2=CC1)=O)(C1=CC=C(C=C1)OC)O (5-Chloro-3-hydroxy-3-(4-methoxyphenyl)-1,3-dihydro-2H-indol-2-one). The yield is 72.9%. As a reaction SMILES: [Mg].Br[C:3]1[CH:8]=[CH:7][C:6]([O:9][CH3:10])=[CH:5][CH:4]=1.[Cl:11][C:12]1[CH:13]=[C:14]2[C:18](=[CH:19][CH:20]=1)[NH:17][C:16](=[O:21])[C:15]2=[O:22]>C1COCC1>[Cl:11][C:12]1[CH:13]=[C:14]2[C:18](=[CH:19][CH:20]=1)[NH:17][C:16](=[O:21])[C:15]2([OH:22])[C:3]1[CH:8]=[CH:7][C:6]([O:9][CH3:10])=[CH:5][CH:4]=1. Procedure: This compound is prepared according to the procedure described in step A of Preparation 1.3 starting with 3.5 g of magnesium, 25 g of 1-bromo-4-methoxybenzene, 50 ml of THF and a mixture of 8 g of 5-chloro-1H-indol-2,3-dione in 50 ml of THF. 9.3 g of the expected product are obtained after crystallization from hot iso ether; m.p.=202° C. Reactants: ClC1=C(C=C(C(=O)O)C=C1[N+](=O)[O-])[N+](=O)[O-] (4-chloro-3,5-dinitrobenzoic acid), P(Cl)(Cl)(Cl)(Cl)Cl (phosphorus pentachloride). The product is ClC1=C(C=C(C(=O)Cl)C=C1[N+](=O)[O-])[N+](=O)[O-] (4-Chloro-3,5-dinitrobenzoyl chloride). Isolated yield 71.5%. RXN SMILES: [Cl:1][C:2]1[C:10]([N+:11]([O-:13])=[O:12])=[CH:9][C:5]([C:6](O)=[O:7])=[CH:4][C:3]=1[N+:14]([O-:16])=[O:15].P(Cl)(Cl)(Cl)(Cl)[Cl:18]>>[Cl:1][C:2]1[C:10]([N+:11]([O-:13])=[O:12])=[CH:9][C:5]([C:6]([Cl:18])=[O:7])=[CH:4][C:3]=1[N+:14]([O-:16])=[O:15]. Procedure details: A mixture of 75.75 gm. (0.307 mole) of 4-chloro-3,5-dinitrobenzoic acid and 64.0 gm. (0.307 mole) of phosphorus pentachloride is heated at reflux for ninety minutes and cooled to room temperature. The phosphorus oxychloride is removed by distillation in vacuo. The residue is washed with Skellysolve "B" and the solvent removed by decantation. The oily residue is recrystallized from benzene-cyclohexane. There is obtained 58.2 gm (72%) of tan needles melting at 55°-57°. The reactants are [BH3-]C#N, CN(C)C=O, CC(=O)O, COc1cccc(C=O)c1, CC(C)COc1ccccc1-c1cc(-c2ccc3[nH]nc(N)c3c2)nc(=O)[nH]1, [Na+]. The product is COc1cccc(CNc2n[nH]c3ccc(-c4cc(-c5ccccc5OCC(C)C)[nH]c(=O)n4)cc23)c1. RXN SMILES: [C:44]([BH3-:45])#[N:46].[CH3:39][N:40]([CH3:41])[CH:42]=[O:43].[CH3:48][C:49](=[O:50])[OH:51].[CH:29]([c:30]1[cH:31][c:32]([O:36][CH3:37])[cH:33][cH:34][cH:35]1)=[O:38].[NH2:1][c:2]1[n:3][nH:4][c:5]2[cH:6][cH:7][c:8](-[c:11]3[n:12][c:13](=[O:28])[nH:14][c:15](-[c:17]4[c:18]([O:23][CH2:24][CH:25]([CH3:26])[CH3:27])[cH:19][cH:20][cH:21][cH:22]4)[cH:16]3)[cH:9][c:10]12.[Na+:47]>>[NH:1]([c:2]1[n:3][nH:4][c:5]2[cH:6][cH:7][c:8](-[c:11]3[n:12][c:13](=[O:28])[nH:14][c:15](-[c:17]4[c:18]([O:23][CH2:24][CH:25]([CH3:26])[CH3:27])[cH:19][cH:20][cH:21][cH:22]4)[cH:16]3)[cH:9][c:10]12)[CH2:29][c:30]1[cH:31][c:32]([O:36][CH3:37])[cH:33][cH:34][cH:35]1. Reactants: CCc1ccc(CC(NC(=O)N2CCC(N3CCc4ccccc4NC3=O)CC2)C(=O)O)cc1CC, CCOC(=O)CN1CCN(C2CCNCC2)CC1. Yields the product CCOC(=O)CN1CCN(C2CCN(C(=O)C(Cc3ccc(CC)c(CC)c3)NC(=O)N3CCC(N4CCc5ccccc5NC4=O)CC3)CC2)CC1. Reaction SMILES: [CH2:1]([CH3:2])[c:3]1[cH:4][c:5]([CH2:11][CH:12]([C:13](=[O:14])[OH:15])[NH:16][C:17](=[O:18])[N:19]2[CH2:20][CH2:21][CH:22]([N:25]3[C:26](=[O:36])[NH:27][c:28]4[c:29]([cH:32][cH:33][cH:34][cH:35]4)[CH2:30][CH2:31]3)[CH2:23][CH2:24]2)[cH:6][cH:7][c:8]1[CH2:9][CH3:10].[NH:37]1[CH2:38][CH2:39][CH:40]([N:43]2[CH2:44][CH2:45][N:46]([CH2:49][C:50](=[O:51])[O:52][CH2:53][CH3:54])[CH2:47][CH2:48]2)[CH2:41][CH2:42]1>>[CH2:1]([CH3:2])[c:3]1[cH:4][c:5]([CH2:11][CH:12]([C:13](=[O:14])[N:37]2[CH2:38][CH2:39][CH:40]([N:43]3[CH2:44][CH2:45][N:46]([CH2:49][C:50](=[O:51])[O:52][CH2:53][CH3:54])[CH2:47][CH2:48]3)[CH2:41][CH2:42]2)[NH:16][C:17](=[O:18])[N:19]2[CH2:20][CH2:21][CH:22]([N:25]3[C:26](=[O:36])[NH:27][c:28]4[c:29]([cH:32][cH:33][cH:34][cH:35]4)[CH2:30][CH2:31]3)[CH2:23][CH2:24]2)[cH:6][cH:7][c:8]1[CH2:9][CH3:10].